From a dataset of the Open Reaction Database (ORD), a public repository of structured organic reaction records. describe an organic reaction: reactants, conditions, products, and yield Starting materials: COC(=O)Cc1cccc(SCc2noc(-c3ccc(C(F)(F)F)cc3)c2C=NOCCF)c1, [Li+], C1CCOC1, [OH-], O=C(O)CC(O)(CC(=O)O)C(=O)O. The product is O=C(O)Cc1cccc(SCc2noc(-c3ccc(C(F)(F)F)cc3)c2C=NOCCF)c1. RXN SMILES: [CH3:1][O:2][C:3]([CH2:4][c:5]1[cH:6][c:7]([S:11][CH2:12][c:13]2[n:14][o:15][c:16](-[c:24]3[cH:25][cH:26][c:27]([C:30]([F:31])([F:32])[F:33])[cH:28][cH:29]3)[c:17]2[CH:18]=[N:19][O:20][CH2:21][CH2:22][F:23])[cH:8][cH:9][cH:10]1)=[O:34].[Li+:35].[O:50]1[CH2:51][CH2:52][CH2:53][CH2:54]1.[OH-:36].[OH:37][C:38]([CH2:39][C:40]([C:41](=[O:42])[OH:43])([CH2:44][C:45](=[O:46])[OH:47])[OH:48])=[O:49]>>[O:2]=[C:3]([CH2:4][c:5]1[cH:6][c:7]([S:11][CH2:12][c:13]2[n:14][o:15][c:16](-[c:24]3[cH:25][cH:26][c:27]([C:30]([F:31])([F:32])[F:33])[cH:28][cH:29]3)[c:17]2[CH:18]=[N:19][O:20][CH2:21][CH2:22][F:23])[cH:8][cH:9][cH:10]1)[OH:34]. The reactants are COCCCc1cc(CN(C(=O)C2CNCCC2c2ccc(OCCOc3c(Cl)cc(C)cc3Cl)cc2)C2CC2)cc(OCC2CC2C(=O)O)c1, C=[N+]=[N-]. The product is COCCCc1cc(CN(C(=O)C2CNCCC2c2ccc(OCCOc3c(Cl)cc(C)cc3Cl)cc2)C2CC2)cc(OCC2CC2C(=O)OC)c1. Reaction SMILES: [CH:1]1([N:4]([C:5](=[O:6])[CH:7]2[CH2:8][NH:9][CH2:10][CH2:11][CH:12]2[c:13]2[cH:14][cH:15][c:16]([O:19][CH2:20][CH2:21][O:22][c:23]3[c:24]([Cl:31])[cH:25][c:26]([CH3:30])[cH:27][c:28]3[Cl:29])[cH:17][cH:18]2)[CH2:32][c:33]2[cH:34][c:35]([O:36][CH2:37][CH:38]3[CH:39]([C:41](=[O:42])[OH:43])[CH2:40]3)[cH:44][c:45]([CH2:47][CH2:48][CH2:49][O:50][CH3:51])[cH:46]2)[CH2:2][CH2:3]1.[N+:52](=[N-:53])=[CH2:54]>>[CH:1]1([N:4]([C:5](=[O:6])[CH:7]2[CH2:8][NH:9][CH2:10][CH2:11][CH:12]2[c:13]2[cH:14][cH:15][c:16]([O:19][CH2:20][CH2:21][O:22][c:23]3[c:24]([Cl:31])[cH:25][c:26]([CH3:30])[cH:27][c:28]3[Cl:29])[cH:17][cH:18]2)[CH2:32][c:33]2[cH:34][c:35]([O:36][CH2:37][CH:38]3[CH:39]([C:41](=[O:42])[O:43][CH3:54])[CH2:40]3)[cH:44][c:45]([CH2:47][CH2:48][CH2:49][O:50][CH3:51])[cH:46]2)[CH2:2][CH2:3]1. Starting materials: CN(C)CC1=CC=2CN(CCC2O1)C(=O)C1=CC=C(C=C1)\C=C/C1=CC=CC=C1 ((Z)-N,N-Dimethyl-[5-(4-stilbenecarbonyl)-4,5,6,7-tetrahydrofuro[3,2-c]pyridin-2-ylmethyl]amine), Cl (hydrogen chloride). Run in CO (methanol), C(C)(=O)OCC (ethyl acetate). Yields the product Cl.CN(C)CC1=CC=2CN(CCC2O1)C(=O)C1=CC=C(C=C1)\C=C/C1=CC=CC=C1 ((Z)-N,N-dimethyl-[5-(4-stilbenecarbonyl)-4,5,6,7-tetrahydrofuro[3,2-c]pyridin-2-ylmethyl]amine hydrochloride). Reaction SMILES: [CH3:1][N:2]([CH2:4][C:5]1[O:13][C:12]2[CH2:11][CH2:10][N:9]([C:14]([C:16]3[CH:21]=[CH:20][C:19](/[CH:22]=[CH:23]\[C:24]4[CH:29]=[CH:28][CH:27]=[CH:26][CH:25]=4)=[CH:18][CH:17]=3)=[O:15])[CH2:8][C:7]=2[CH:6]=1)[CH3:3].[ClH:30]>CO.C(OCC)(=O)C>[ClH:30].[CH3:1][N:2]([CH2:4][C:5]1[O:13][C:12]2[CH2:11][CH2:10][N:9]([C:14]([C:16]3[CH:17]=[CH:18][C:19](/[CH:22]=[CH:23]\[C:24]4[CH:29]=[CH:28][CH:27]=[CH:26][CH:25]=4)=[CH:20][CH:21]=3)=[O:15])[CH2:8][C:7]=2[CH:6]=1)[CH3:3] |f:4.5|. Procedure: (Z)-N,N-Dimethyl-[5-(4-stilbenecarbonyl)-4,5,6,7-tetrahydrofuro[3,2-c]pyridin-2-ylmethyl]amine 0.281 g was dissolved in 2 ml of methanol; hydrogen chloride in ethyl acetate was added in excess, followed by stirring. This mixture was concentrated; the resulting solid was washed with diethyl ether to yield the desired product. Reactants: [Cl-].C(C1=CC=CC=C1)OC(=O)NC(CC[N+]1(CCC(CC1)(F)F)C)(C)C (1-(3-(Benzyloxycarbonylamino)-3-methylbutyl)-4,4-difluoro-1-methylpiperidinium chloride). The reagents and catalysts are [Pd] (Pd/C). The solvent is O (water). Run at time 17 hour. The product is Cl.[Cl-].NC(CC[N+]1(CCC(CC1)(F)F)C)(C)C (1-(3-Amino-3-methylbutyl)-4,4-difluoro-1-methylpiperidinium chloride hydrochloride). As a reaction SMILES: [Cl-:1].C(OC([NH:12][C:13]([CH3:26])([CH3:25])[CH2:14][CH2:15][N+:16]1([CH3:24])[CH2:21][CH2:20][C:19]([F:23])([F:22])[CH2:18][CH2:17]1)=O)C1C=CC=CC=1>[Pd].O>[ClH:1].[Cl-:1].[NH2:12][C:13]([CH3:26])([CH3:25])[CH2:14][CH2:15][N+:16]1([CH3:24])[CH2:21][CH2:20][C:19]([F:23])([F:22])[CH2:18][CH2:17]1 |f:0.1,4.5.6|. Procedure details: 1-(3-(Benzyloxycarbonylamino)-3-methylbutyl)-4,4-difluoro-1-methylpiperidinium chloride (1.78 g, 4.49 mmol) was dissolved into water (100 mL) and 10% Pd/C (300 mg) was added to the flask. It was sealed and degassed with vacuum and flushed with hydrogen from a balloon (3 times). The reaction was stirred at room temperature for 17 h. The suspension was filtered through a pad of Celite® and the solid was washed with water (2×50 mL). The filtrate was concentrated to a viscous oil which became a whit... Product: OC(C#CC=1N=CN2C1CN(C(C1=C2C=CC=C1C)=O)C)(C)C (4,5-dihydro-3-(3-hydroxy-3-methyl-1-butynyl)-5,7-dimethyl -6H-imidazo-[1,5-a][1,4]benzodiazepin-6-one). The reagents and catalysts are Cl[Pd]([P](C1=CC=CC=C1)(C2=CC=CC=C2)C3=CC=CC=C3)([P](C4=CC=CC=C4)(C5=CC=CC=C5)C6=CC=CC=C6)Cl (bis-(triphenyl -phosphine)-palladium(II) dichloride), [Cu]I (copper(I) iodide). The reactants are CC(C)(C#C)O (2-methyl-3-butyn-2-ol), IC=1N=CN2C1CN(C(C1=C2C=CC=C1C)=O)C (4,5-dihydro-3-iodo-5,7-dimethyl-6H -imidazo[1,5-a][1,4]benzodiazepin-6-one). Reported procedure: 5 g (14.2 mmol) of 4,5-dihydro-3-iodo-5,7-dimethyl-6H -imidazo[1,5-a][1,4]benzodiazepin-6-one were heated to boiling under reflux for 4.5 hours with 1.50 g (17.8 mmol) of 2-methyl-3-butyn-2-ol, 70 mg of bis-(triphenyl -phosphine)-palladium(II) dichloride and 20 mg of copper(I) iodide in 40 ml of diethylamine. The reaction mixture was then evaporated and the residue was chromatographed on silica gel while eluting with ethyl acetate. By recrystallization from ethyl acetate there was obtained 4,5-d... As a reaction SMILES: I[C:2]1[N:3]=[CH:4][N:5]2[C:11]3[CH:12]=[CH:13][CH:14]=[C:15]([CH3:16])[C:10]=3[C:9](=[O:17])[N:8]([CH3:18])[CH2:7][C:6]=12.[CH3:19][C:20]([OH:24])([C:22]#[CH:23])[CH3:21]>C(NCC)C.Cl[Pd](Cl)([P](C1C=CC=CC=1)(C1C=CC=CC=1)C1C=CC=CC=1)[P](C1C=CC=CC=1)(C1C=CC=CC=1)C1C=CC=CC=1.[Cu]I>[OH:24][C:20]([CH3:21])([CH3:19])[C:22]#[C:23][C:2]1[N:3]=[CH:4][N:5]2[C:11]3[CH:12]=[CH:13][CH:14]=[C:15]([CH3:16])[C:10]=3[C:9](=[O:17])[N:8]([CH3:18])[CH2:7][C:6]=12 |^1:32,51|. The solvent is C(C)NCC (diethylamine).